Task: describe an organic reaction: reactants, conditions, products, and yield. Dataset: the Open Reaction Database (ORD), a public repository of structured organic reaction records Starting materials: ClC1=CC=C(C=C1)N1N=CC(=C1C)C(=O)Cl (1-(4-Chlorophenyl)-5-methylpyrazole-4-carboxylic chloride), N1=CC=CC=C1 (pyridine), ClC1=C(C=C(N)C=C1)[N+](=O)[O-] (4-chloro-3-nitroaniline). The solvent is O (water). Reaction conditions: time 2 hour. Yields the product ClC1=C(C=C(C=C1)NC(=O)C=1C=NN(C1C)C1=CC=C(C=C1)Cl)[N+](=O)[O-] (N-(4-Chloro-3-nitrophenyl)-1-(4-chlorophenyl)-5-methylpyrazole-4-carboxamide). Yield: 92.6%. Reaction SMILES: [Cl:1][C:2]1[CH:7]=[CH:6][C:5]([N:8]2[C:12]([CH3:13])=[C:11]([C:14](Cl)=[O:15])[CH:10]=[N:9]2)=[CH:4][CH:3]=1.N1C=CC=CC=1.[Cl:23][C:24]1[CH:30]=[CH:29][C:27]([NH2:28])=[CH:26][C:25]=1[N+:31]([O-:33])=[O:32]>O>[Cl:23][C:24]1[CH:30]=[CH:29][C:27]([NH:28][C:14]([C:11]2[CH:10]=[N:9][N:8]([C:5]3[CH:6]=[CH:7][C:2]([Cl:1])=[CH:3][CH:4]=3)[C:12]=2[CH3:13])=[O:15])=[CH:26][C:25]=1[N+:31]([O-:33])=[O:32]. Procedure: 1-(4-Chlorophenyl)-5-methylpyrazole-4-carboxylic chloride (1.7 g) was added to a pyridine solution of 4-chloro-3-nitroaniline (1 g) and the mixture was stirred at room temperature for 2 h. After the reaction, water was added and the precipitated solid was collected by filtration to give the title compound (2.1 g), melting point:221–225° C.